This data is from the Open Reaction Database (ORD), a public repository of structured organic reaction records. The task is: describe an organic reaction: reactants, conditions, products, and yield Starting materials: Cl (hydrochloric acid), CN(C)CC1=CC=2NC(=CC2O1)C(=O)OC (methyl 2-[(dimethylamino)methyl]-4H-furo[3,2-b]pyrrole-5-carboxylate), CI (methyl iodide), CC1CCCCC1 (methylcyclohexane), [BH4-].[Na+] (sodium borohydride), C (Darco). Reaction conditions: time 1 hour. The product is CC1=CC=2NC(=CC2O1)C(=O)OC (methyl 2-methyl-4H-furo[3,2-b]pyrrole-5-carboxylate). The yield is 53.5%. Reaction SMILES: CN([CH2:4][C:5]1[O:12][C:11]2[CH:10]=[C:9]([C:13]([O:15][CH3:16])=[O:14])[NH:8][C:7]=2[CH:6]=1)C.CI.[BH4-].[Na+].Cl.CC1CCCCC1.C>>[CH3:4][C:5]1[O:12][C:11]2[CH:10]=[C:9]([C:13]([O:15][CH3:16])=[O:14])[NH:8][C:7]=2[CH:6]=1 |f:2.3|. Reported procedure: Under N2, to methyl 2-[(dimethylamino)methyl]-4H-furo[3,2-b]pyrrole-5-carboxylate (0.58 g, 2.61 mmol) was added methyl iodide (3 mL, 4.82 mmol). The mixture was allowed to stand at rt for 1 h, and then the methyl iodide was removed. The resulting salt was dissolved in absolute methanol (5 mL). To this solution was carefully added sodium borohydride (2.21 g, 5.84 mmol) in small portions. After the addition was complete, the reaction mixture was dilute to a volume of 25 mL by the addition of 3N hy... Reactants: C1CCOC1 (THF), C1(=CC=CC=C1)C1CCC(CC1)=O (4-phenylcyclohexanone). The solvent is C1(=CC=CC=C1)C (toluene). Run at time 10 minute. Yields the product C1(=CC=CC=C1)C1CCC(CC1)=C (4-phenyl-1-methylenecyclohexane). Isolated yield 78.0%. Reaction SMILES: [CH2:1]1COCC1.[C:6]1([CH:12]2[CH2:17][CH2:16][C:15](=O)[CH2:14][CH2:13]2)[CH:11]=[CH:10][CH:9]=[CH:8][CH:7]=1>C1(C)C=CC=CC=1>[C:6]1([CH:12]2[CH2:17][CH2:16][C:15](=[CH2:1])[CH2:14][CH2:13]2)[CH:11]=[CH:10][CH:9]=[CH:8][CH:7]=1. Procedure: BDAM (3.00 grams) was suspended in 40 milliliters of toluene and 2 molar equivalents of THF were added at 0° C. After a homogeneous solution was formed, 1 molar equivalent (2 milliliters) of TEAL was added. After 10 minutes of stirring, 2.50 grams of 4-phenylcyclohexanone were added. After 3 hours of stirring, the reaction mixture was hydrolyzed and worked up as described in Example 1. A total of 1.93 grams of 4-phenyl-1-methylenecyclohexane was isolated (78% yield). Reactants: [Cl-], C[N+](C)=C(Cl)Cl, ClCCl, CCCc1nsc(N)c1C#N. Yields the product CCCc1nsc(N=C(Cl)N(C)C)c1C#N. RXN SMILES: [Cl-:12].[Cl:13][C:14](=[N+:15]([CH3:16])[CH3:17])[Cl:18].[Cl:19][CH2:20][Cl:21].[NH2:1][c:2]1[c:3]([C:10]#[N:11])[c:4]([CH2:7][CH2:8][CH3:9])[n:5][s:6]1>>[N:1]([c:2]1[c:3]([C:10]#[N:11])[c:4]([CH2:7][CH2:8][CH3:9])[n:5][s:6]1)=[C:14]([Cl:13])[N:15]([CH3:16])[CH3:17]. The reactants are [H][H] (hydrogen), FC(C=1C=C(C=C(C1)C(F)(F)F)[C@@H]1[C@@H](N(C(O1)=O)CC1=NC(=CC=C1C1=C(C=C(C(=C1)C(C)C)F)OC)C(=C)C)C)(F)F ((4S,5R)-5-[3,5-bis(trifluoromethyl)phenyl]-3-{[3-(4-fluoro-5-isopropyl-2-methoxyphenyl)-6-isopropenylpyridin-2-yl]methyl}-4-methyl-1,3-oxazolidin-2-one). Reagents/catalysts: [Pd] (palladium on carbon). Solvent: CCO (EtOH). Yields the product hexanes EtOAc, FC(C=1C=C(C=C(C1)C(F)(F)F)[C@@H]1[C@@H](N(C(O1)=O)CC1=NC(=CC=C1C1=C(C=C(C(=C1)C(C)C)F)OC)C(C)C)C)(F)F ((4S,5R)-5-[3,5-bis(trifluoromethyl)phenyl]-3-{[3-(4-fluoro-5-isopropyl-2-methoxyphenyl)-6-isopropylpyridin-2-yl]methyl}-4-methyl-1,3-oxazolidin-2-one). RXN SMILES: [F:1][C:2]([F:43])([F:42])[C:3]1[CH:4]=[C:5]([C@H:13]2[O:17][C:16](=[O:18])[N:15]([CH2:19][C:20]3[C:25]([C:26]4[CH:31]=[C:30]([CH:32]([CH3:34])[CH3:33])[C:29]([F:35])=[CH:28][C:27]=4[O:36][CH3:37])=[CH:24][CH:23]=[C:22]([C:38]([CH3:40])=[CH2:39])[N:21]=3)[C@H:14]2[CH3:41])[CH:6]=[C:7]([C:9]([F:12])([F:11])[F:10])[CH:8]=1.[H][H]>CCO.[Pd]>[F:12][C:9]([F:10])([F:11])[C:7]1[CH:6]=[C:5]([C@H:13]2[O:17][C:16](=[O:18])[N:15]([CH2:19][C:20]3[C:25]([C:26]4[CH:31]=[C:30]([CH:32]([CH3:34])[CH3:33])[C:29]([F:35])=[CH:28][C:27]=4[O:36][CH3:37])=[CH:24][CH:23]=[C:22]([CH:38]([CH3:40])[CH3:39])[N:21]=3)[C@H:14]2[CH3:41])[CH:4]=[C:3]([C:2]([F:1])([F:42])[F:43])[CH:8]=1. Procedure: To a solution of (4S,5R)-5-[3,5-bis(trifluoromethyl)phenyl]-3-{[3-(4-fluoro-5-isopropyl-2-methoxyphenyl)-6-isopropenylpyridin-2-yl]methyl}-4-methyl-1,3-oxazolidin-2-one (20 mg, 0.033 mmol) in anhydrous EtOH (3 mL), was added a catalytic amount of 10% of palladium on carbon. The mixture was stirred under 1 atm of hydrogen for 2 h. The reaction mixture was filtered through Celite. The solvent was concentrated in vacuo. Flash chromatography of the residue (Si, hexanes/EtOAc) afforded (4S,5R)-5-[3,5... Reactants: O=C(Cl)c1cccc([N+](=O)[O-])c1, Nc1nnn[nH]1, C1CCOC1, O, O. The product is O=C(Nc1nnn[nH]1)c1cccc([N+](=O)[O-])c1. As a reaction SMILES: [N+:1](=[O:2])([O-:3])[c:4]1[cH:5][c:6]([C:7](=[O:8])[Cl:9])[cH:10][cH:11][cH:12]1.[NH2:14][c:15]1[n:16][n:17][n:18][nH:19]1.[O:20]1[CH2:21][CH2:22][CH2:23][CH2:24]1.[OH2:13].[OH2:25]>>[N+:1](=[O:2])([O-:3])[c:4]1[cH:5][c:6]([C:7](=[O:8])[NH:14][c:15]2[n:16][n:17][n:18][nH:19]2)[cH:10][cH:11][cH:12]1. Reactants: ClC=1C=C(C(=O)O)C=CC1 (m-chlorobenzoic acid), NC1CN2CCC1CC2 (3-aminoquinuclidine), C1(CCCCC1)N=C=NC1CCCCC1 (N,N'-dicyclohexylcarbodiimide), O.ON1N=NC2=C1C=CC=C2 (1-hydroxybenzotriazole monohydrate). The solvent is C(C)#N (acetonitrile). Reaction conditions: time 20 hour. Product: N12CC(C(CC1)CC2)NC(C2=CC(=CC=C2)Cl)=O (N-(3-quinuclidinyl)-3-chlorobenzamide). Isolated yield 99.6%. As a reaction SMILES: [Cl:1][C:2]1[CH:3]=[C:4]([CH:8]=[CH:9][CH:10]=1)[C:5]([OH:7])=O.C1(N=C=NC2CCCCC2)CCCCC1.O.ON1C2C=CC=CC=2N=N1.[NH2:37][CH:38]1[CH:43]2[CH2:44][CH2:45][N:40]([CH2:41][CH2:42]2)[CH2:39]1>C(#N)C>[N:40]12[CH2:45][CH2:44][CH:43]([CH2:42][CH2:41]1)[CH:38]([NH:37][C:5](=[O:7])[C:4]1[CH:8]=[CH:9][CH:10]=[C:2]([Cl:1])[CH:3]=1)[CH2:39]2 |f:2.3|. Procedure details: In 400 ml of acetonitrile was suspended 25 g of m-chlorobenzoic acid and while the suspension was stirred with ice-cooling, 39.5 g of N,N'-dicyclohexylcarbodiimide and 27.0 g of 1-hydroxybenzotriazole monohydrate were added. The mixture was stirred for 2 hours. Then, 20.2 g of 3-aminoquinuclidine was added and the mixture was further stirred with ice-cooling for 2 hours and, then, at room temperature for 20 hours. The reaction mixture was filtered to remove insolubles and the solvent was evapora...